This data is from the Open Reaction Database (ORD), a public repository of structured organic reaction records. The task is: describe an organic reaction: reactants, conditions, products, and yield Starting materials: NC1=C(C(=NN1)C)C=1SC2=C(N1)C=CC(=C2)S(=O)(=O)Cl (2-(5-amino-3-methyl-1H-pyrazol-4-yl)-benzothiazole-6-sulfonyl chloride), FC1=CC=C(CN)C=C1 (4-fluorobenzylamine), CN1CCOCC1 (NMM). The solvent is C(Cl)(Cl)Cl (chloroform). The product is FC1=CC=C(CNS(=O)(=O)C2=CC3=C(N=C(S3)C=3C(=NNC3N)C)C=C2)C=C1 (2-(5-Amino-3-methyl-1H-pyrazol-4-yl)-benzothiazole-6-sulfonic acid 4-fluoro-benzylamide). Isolated yield 8.3%. Reaction SMILES: [NH2:1][C:2]1[NH:6][N:5]=[C:4]([CH3:7])[C:3]=1[C:8]1[S:9][C:10]2[CH:16]=[C:15]([S:17](Cl)(=[O:19])=[O:18])[CH:14]=[CH:13][C:11]=2[N:12]=1.[F:21][C:22]1[CH:29]=[CH:28][C:25]([CH2:26][NH2:27])=[CH:24][CH:23]=1.CN1CCOCC1>C(Cl)(Cl)Cl>[F:21][C:22]1[CH:29]=[CH:28][C:25]([CH2:26][NH:27][S:17]([C:15]2[CH:14]=[CH:13][C:11]3[N:12]=[C:8]([C:3]4[C:4]([CH3:7])=[N:5][NH:6][C:2]=4[NH2:1])[S:9][C:10]=3[CH:16]=2)(=[O:19])=[O:18])=[CH:24][CH:23]=1. Procedure: the title compound (8 mg) was prepared from crude 2-(5-amino-3-methyl-1H-pyrazol-4-yl)-benzothiazole-6-sulfonyl chloride (75 mg, 0.23 mmol), 4-fluorobenzylamine (29 μL, 0.25 mmol) and PS-NMM (0.22 g, 0.45 mmol) in 4 mL of chloroform. MS (m/z, ES+): 418.3 (M+1, 100%). Yield=9%. Reactants: O=C([O-])[O-], O=C(NC1CONC1=O)OCc1ccccc1, CN(C)C=O, COC(=O)C1(Cl)CCC(=O)O1, [Cs+], [Cs+]. Product: COC(=O)C1(N2OCC(NC(=O)OCc3ccccc3)C2=O)CCC(=O)O1. As a reaction SMILES: [C:18](=[O:19])([O-:20])[O-:21].[CH2:1]([c:2]1[cH:3][cH:4][cH:5][cH:6][cH:7]1)[O:8][C:9](=[O:10])[NH:11][CH:12]1[C:13](=[O:17])[NH:14][O:15][CH2:16]1.[CH3:35][N:36]([CH3:37])[CH:38]=[O:39].[Cl:24][C:25]1([C:31](=[O:32])[O:33][CH3:34])[O:26][C:27](=[O:30])[CH2:28][CH2:29]1.[Cs+:22].[Cs+:23]>>[CH2:1]([c:2]1[cH:3][cH:4][cH:5][cH:6][cH:7]1)[O:8][C:9](=[O:10])[NH:11][CH:12]1[C:13](=[O:17])[N:14]([C:25]2([C:31](=[O:32])[O:33][CH3:34])[O:26][C:27](=[O:30])[CH2:28][CH2:29]2)[O:15][CH2:16]1. Starting materials: O=C(Cl)OCC(Cl)(Cl)Cl, ClCCl, CCC(C)c1cc(N)on1, c1ccncc1. The product is CCC(C)c1cc(NC(=O)OCC(Cl)(Cl)Cl)on1. Reaction SMILES: [Cl:17][C:18](=[O:19])[O:20][CH2:21][C:22]([Cl:23])([Cl:24])[Cl:25].[Cl:26][CH2:27][Cl:28].[NH2:1][c:2]1[cH:3][c:4]([CH:7]([CH3:8])[CH2:9][CH3:10])[n:5][o:6]1.[cH:11]1[cH:12][cH:13][n:14][cH:15][cH:16]1>>[NH:1]([c:2]1[cH:3][c:4]([CH:7]([CH3:8])[CH2:9][CH3:10])[n:5][o:6]1)[C:18](=[O:19])[O:20][CH2:21][C:22]([Cl:23])([Cl:24])[Cl:25]. Starting materials: CN(C)c1ccncc1, Nc1cccc(Cl)c1, ClCCl, O=C(Cl)CCc1ccccc1, c1ccncc1. Yields the product O=C(CCc1ccccc1)Nc1cccc(Cl)c1. As a reaction SMILES: [CH3:26][N:27]([c:28]1[cH:29][cH:30][n:31][cH:32][cH:33]1)[CH3:34].[Cl:1][c:2]1[cH:3][c:4]([NH2:5])[cH:6][cH:7][cH:8]1.[Cl:35][CH2:36][Cl:37].[c:15]1([CH2:21][CH2:22][C:23](=[O:24])[Cl:25])[cH:16][cH:17][cH:18][cH:19][cH:20]1.[cH:9]1[cH:10][cH:11][n:12][cH:13][cH:14]1>>[Cl:1][c:2]1[cH:3][c:4]([NH:5][C:23]([CH2:22][CH2:21][c:15]2[cH:16][cH:17][cH:18][cH:19][cH:20]2)=[O:24])[cH:6][cH:7][cH:8]1. Reactants: C([O-])([O-])=O.[K+].[K+] (potassium carbonate), C(C)(=O)NC1=CC(=NN1C1=C(C=C(C(=C1)SCC(F)(F)F)C)F)O (5-acetylamino-1-{2-fluoro-4-methyl-5-(2,2,2-trifluoroethylthio)phenyl}-3-hydroxypyrazole), FC(C(C(C(S(=O)(=O)OCC(C(F)(F)F)(F)F)(F)F)(F)F)(F)F)(F)F (2,2,3,3,3-pentafluoropropyl nonafluorobutanesulfonate). The solvent is CS(=O)C (dimethylsulfoxide). Run at time 5 minute. Product: C(C)(=O)NC1=CC(=NN1C1=C(C=C(C(=C1)SCC(F)(F)F)C)F)OCC(C(C(C(F)(F)F)(F)F)(F)F)(F)F (5-acetylamino-1-{2-fluoro-4-methyl-5-(2,2,2-trifluoroethylthio)phenyl}-3-(2,2,3,3,4,4,5,5,5-nonafluoropentyloxy)pyrazole). Isolated yield 67.1%. As a reaction SMILES: [C:1]([NH:4][C:5]1[N:9]([C:10]2[CH:15]=[C:14]([S:16][CH2:17][C:18]([F:21])([F:20])[F:19])[C:13]([CH3:22])=[CH:12][C:11]=2[F:23])[N:8]=[C:7]([OH:24])[CH:6]=1)(=[O:3])[CH3:2].[C:25](=O)([O-])[O-].[K+].[K+].[F:31][C:32]([F:55])([F:54])[C:33]([F:53])([F:52])[C:34]([F:51])([F:50])[C:35]([F:49])([F:48])S(OCC(F)(F)C(F)(F)F)(=O)=O>CS(C)=O>[C:1]([NH:4][C:5]1[N:9]([C:10]2[CH:15]=[C:14]([S:16][CH2:17][C:18]([F:19])([F:20])[F:21])[C:13]([CH3:22])=[CH:12][C:11]=2[F:23])[N:8]=[C:7]([O:24][CH2:25][C:35]([F:48])([F:49])[C:34]([F:50])([F:51])[C:33]([F:52])([F:53])[C:32]([F:31])([F:54])[F:55])[CH:6]=1)(=[O:3])[CH3:2] |f:1.2.3|. Reported procedure: 0.5 g of 5-acetylamino-1-{2-fluoro-4-methyl-5-(2,2,2-trifluoroethylthio)phenyl}-3-hydroxypyrazole was dissolved in 10 mL of dimethylsulfoxide, and 0.23 g of potassium carbonate was added, followed by stirring at room temperature for 5 minutes. To this solution, 0.79 g of 2,2,3,3,3-pentafluoropropyl nonafluorobutanesulfonate was added, followed by stirring at room temperature for 12 hours. Then, extraction with ethyl acetate was carried out, the organic layer was dried over anhydrous magnesium su... The reactants are COC(=O)N1CC[C@@H]2[C@](CCC[C@H]12)(C#CC=1C=C(C=CC1)C)O ((3aS,4R,7aS)-4-hydroxy-4-m-tolylethynyl-octahydro-indole-1-carboxylic acid methyl ester), NC(CC(=O)O)=O (3-amino-3-oxopropanoic acid). The product is NC(CC(=O)O[C@@]1([C@@H]2CCN([C@@H]2CCC1)C(=O)OC)C#CC=1C=C(C=CC1)C)=O ((3aR,4S,7aR)-methyl 4-(3-amino-3-oxopropanoyloxy)-4-(m-tolylethynyl)octahydro-1H-indole-1-carboxylate). RXN SMILES: [CH3:1][O:2][C:3]([N:5]1[C@@H:13]2[C@@H:8]([C@@:9]([OH:23])([C:14]#[C:15][C:16]3[CH:17]=[C:18]([CH3:22])[CH:19]=[CH:20][CH:21]=3)[CH2:10][CH2:11][CH2:12]2)[CH2:7][CH2:6]1)=[O:4].[NH2:24][C:25](=[O:30])[CH2:26][C:27](O)=[O:28]>>[NH2:24][C:25](=[O:30])[CH2:26][C:27]([O:23][C@@:9]1([C:14]#[C:15][C:16]2[CH:17]=[C:18]([CH3:22])[CH:19]=[CH:20][CH:21]=2)[CH2:10][CH2:11][CH2:12][C@@H:13]2[C@H:8]1[CH2:7][CH2:6][N:5]2[C:3]([O:2][CH3:1])=[O:4])=[O:28]. Reported procedure: Synthesis in analogy to the General Method 1 starting from (3aS,4R,7aS)-4-hydroxy-4-m-tolylethynyl-octahydro-indole-1-carboxylic acid methyl ester and 3-amino-3-oxopropanoic acid to yield (3aR,4S,7aR)-methyl 4-(3-amino-3-oxopropanoyloxy)-4-(m-tolylethynyl)octahydro-1H-indole-1-carboxylate. MS [M+H]=296 (ester elimination ion); RT=0.96 min; UPLC Method I Reactants: C(C1=CC=CC=C1)(=O)SC(C(=O)N1[C@H](C(=O)O)CCC1)CC(=O)OC (1-[2-(benzoylthio)-3-(methoxycarbonyl)propanoyl]-L-proline), C(C)(=O)SCC(C(=O)N1[C@H](C(=O)O)CCC1)CC(=O)OC (1-[3-(acetylthio)-2-(methoxycarbonylmethyl)propanoyl]-L-proline). Product: SC(C(=O)N1[C@H](C(=O)O)CCC1)CCC(=O)OC (1-[2-mercapto-3-(methoxycarbonylmethyl)propanoyl]-L-proline). Reaction SMILES: C([S:9][CH:10]([CH2:21][C:22](OC)=O)[C:11]([N:13]1[CH2:20][CH2:19][CH2:18][C@H:14]1[C:15]([OH:17])=[O:16])=[O:12])(=O)C1C=CC=CC=1.C(SCC(C[C:43]([O:45][CH3:46])=[O:44])C(N1CCC[C@H]1C(O)=O)=O)(=O)C>>[SH:9][CH:10]([CH2:21][CH2:22][C:43]([O:45][CH3:46])=[O:44])[C:11]([N:13]1[CH2:20][CH2:19][CH2:18][C@H:14]1[C:15]([OH:17])=[O:16])=[O:12]. Procedure: By substituting 1-[2-(benzoylthio)-3-(methoxycarbonyl)propanoyl]-L-proline for the 1-[3-(acetylthio)-2-(methoxycarbonylmethyl)propanoyl]-L-proline in the procedure of Example 4, 1-[2-mercapto-3-(methoxycarbonylmethyl)propanoyl]-L-proline is obtained.